From a dataset of the Open Reaction Database (ORD), a public repository of structured organic reaction records. describe an organic reaction: reactants, conditions, products, and yield The reactants are CC(=O)OCC(=O)COC(N)=O, CO, [Na+], [OH-]. Yields the product NC(=O)OCC(=O)CO. Reaction SMILES: [C:3](=[O:4])([CH3:5])[O:6][CH2:7][C:8]([CH2:9][O:10][C:11]([NH2:12])=[O:13])=[O:14].[CH3:15][OH:16].[Na+:2].[OH-:1]>>[OH:6][CH2:7][C:8]([CH2:9][O:10][C:11]([NH2:12])=[O:13])=[O:14]. Starting materials: COC1=C(C=O)C=CC(=C1)[N+](=O)[O-] (2-methoxy-4-nitrobenzaldehyde), O (water), BrC1=NC=CC(=C1)C (2-bromo-4-methylpyridine), CCCCCC.C(CCC)[Li] (n-butyllithium hexane). The solvent is O1CCCC1 (tetrahydrofuran), C(C)OCC (diethylether). Reaction conditions: temperature -78 celsius, time 1 hour. Product: COC1=C(C=CC(=C1)[N+](=O)[O-])C(O)C1=NC=CC(=C1)C ((2-methoxy-4-nitrophenyl)(4-methylpyridin-2-yl)methanol). As a reaction SMILES: Br[C:2]1[CH:7]=[C:6]([CH3:8])[CH:5]=[CH:4][N:3]=1.CCCCCC.C([Li])CCC.[CH3:20][O:21][C:22]1[CH:29]=[C:28]([N+:30]([O-:32])=[O:31])[CH:27]=[CH:26][C:23]=1[CH:24]=[O:25].O>C(OCC)C.O1CCCC1>[CH3:20][O:21][C:22]1[CH:29]=[C:28]([N+:30]([O-:32])=[O:31])[CH:27]=[CH:26][C:23]=1[CH:24]([C:2]1[CH:7]=[C:6]([CH3:8])[CH:5]=[CH:4][N:3]=1)[OH:25] |f:1.2|. Procedure details: 2-bromo-4-methylpyridine (1.5 ml) was dissolved in diethylether (50 ml), and the mixture was cooled to −78° C. under argon atmosphere. 1.6M n-butyllithium hexane solution (8.3 ml) was added dropwise, and the mixture was stirred for 1 hour. The reaction solution was added dropwise to a solution of 2-methoxy-4-nitrobenzaldehyde (2 g) in tetrahydrofuran (300 ml) under argon atmosphere at −78° C. The mixture was allowed to be at room temperature and stirred overnight, and water was added to the mixt...